This data is from the Open Reaction Database (ORD), a public repository of structured organic reaction records. The task is: describe an organic reaction: reactants, conditions, products, and yield Reactants: C(=S)(Cl)Cl (Thiophosgene), NC1=CC=C(CP(OCC)(OCC)=O)C=C1 (diethyl 4-aminobenzylphosphonate), C([O-])(O)=O.[Na+] (sodium bicarbonate), O (water). Run in ClCCl (dichloromethane). Run at time 2 hour. The product is N(=C=S)C1=CC=C(CP(OCC)(OCC)=O)C=C1 (Diethyl 4-isothiocyanatobenzylphosphonate). Reaction SMILES: [C:1](Cl)(Cl)=[S:2].[NH2:5][C:6]1[CH:20]=[CH:19][C:9]([CH2:10][P:11](=[O:18])([O:15][CH2:16][CH3:17])[O:12][CH2:13][CH3:14])=[CH:8][CH:7]=1.C(=O)(O)[O-].[Na+].O>ClCCl>[N:5]([C:6]1[CH:7]=[CH:8][C:9]([CH2:10][P:11](=[O:18])([O:12][CH2:13][CH3:14])[O:15][CH2:16][CH3:17])=[CH:19][CH:20]=1)=[C:1]=[S:2] |f:2.3|. Procedure: Thiophosgene (4.1 mL, 54 mmol) was added al at once to a mixture of diethyl 4-aminobenzylphosphonate (12.04 g, 50 mmol), sodium bicarbonate (8.33 g, 99 mmol), water (100 mL), and dichloromethane (250 mL), and the mixture was stirred at room temperature for about 2 hours. The organic and aqueous layers were separated, the organic layer dried over magnesium sulfate, filtered, and concentrated to give the product isothiocyanate as a brown oil. This was used directly in the next step.